Dataset: the Open Reaction Database (ORD), a public repository of structured organic reaction records. Task: describe an organic reaction: reactants, conditions, products, and yield The reactants are C(C)(C)(C)OC(NC(C(C)C)C(NC1=C(C=CC=C1)NCC1=CC=CC=C1)=O)=O ([1-(2-benzylamino-phenylcarbamoyl)-2-methyl-propyl]-carbamic acid tert-butyl ester), C(C)(=O)O (acetic acid). Yields the product C(C)(C)(C)OC(NC(C(C)C)C1=NC2=C(N1CC1=CC=CC=C1)C=CC(=C2)C)=O ([1-(1-benzyl-5-methyl-1H-benzimidazol-2-yl)-2-methyl-propyl]-carbamic acid tert-butyl ester). Isolated yield 90.0%. Reaction SMILES: [C:1]([O:5][C:6](=[O:29])[NH:7][CH:8]([C:12](=O)[NH:13][C:14]1[CH:19]=[CH:18][CH:17]=[CH:16][C:15]=1[NH:20][CH2:21][C:22]1[CH:27]=[CH:26][CH:25]=[CH:24][CH:23]=1)[CH:9]([CH3:11])[CH3:10])([CH3:4])([CH3:3])[CH3:2].[C:30](O)(=O)C>>[C:1]([O:5][C:6](=[O:29])[NH:7][CH:8]([C:12]1[N:20]([CH2:21][C:22]2[CH:27]=[CH:26][CH:25]=[CH:24][CH:23]=2)[C:15]2[CH:16]=[CH:17][C:18]([CH3:30])=[CH:19][C:14]=2[N:13]=1)[CH:9]([CH3:11])[CH3:10])([CH3:4])([CH3:3])[CH3:2]. Procedure details: A solution of [1-(2-benzylamino-phenylcarbamoyl)-2-methyl-propyl]-carbamic acid tert-butyl ester (453 mg, 1.14 mmol) in acetic acid (4 ml) was heated at 100° C. for 2 hours. The solvent was removed in vacuo and the resulting solid was dissolved in ethyl acetate. The organic layer was washed with saturated NaHCO3, dried over MgSO4, filtered and the filtrate was concentrated in vacuo. The crude product was purified by flash chromatography to give of [1-(1-benzyl-5-methyl-1H-benzimidazol-2-yl)-2-me... Starting materials: N1=CC(=C(C=C1)N)N (3,4-pyridinediamine), C(C)OCCN1C(=NC=2C1=NC=CC2)CN2CCN(CC2)CCN=C=S (3-(2-ethoxyethyl) -2-[[4-(2-isothiocyanatoethyl)-1-piperazinyl]methyl]-3Himidazo[4,5-b]-pyridine). The solvent is O1CCCC1 (tetrahydrofuran). Conditions: time 8 hour. Yields the product NC1=C(C=NC=C1)NC(=S)NCCN1CCN(CC1)CC1=NC=2C(=NC=CC2)N1CCOCC (N-(4-amino-3-pyridinyl)-N'-[2-[4-[[3-(2-ethoxyethyl)-3H-imidazo[4,5-b]pyridin-2-yl]methyl]-1-piperazinyl]ethyl]thiourea), compound 122. Isolated yield 100.0%. Reaction SMILES: [N:1]1[CH:6]=[CH:5][C:4]([NH2:7])=[C:3]([NH2:8])[CH:2]=1.[CH2:9]([O:11][CH2:12][CH2:13][N:14]1[C:18]2=[N:19][CH:20]=[CH:21][CH:22]=[C:17]2[N:16]=[C:15]1[CH2:23][N:24]1[CH2:29][CH2:28][N:27]([CH2:30][CH2:31][N:32]=[C:33]=[S:34])[CH2:26][CH2:25]1)[CH3:10]>O1CCCC1>[NH2:7][C:4]1[CH:5]=[CH:6][N:1]=[CH:2][C:3]=1[NH:8][C:33]([NH:32][CH2:31][CH2:30][N:27]1[CH2:28][CH2:29][N:24]([CH2:23][C:15]2[N:14]([CH2:13][CH2:12][O:11][CH2:9][CH3:10])[C:18]3=[N:19][CH:20]=[CH:21][CH:22]=[C:17]3[N:16]=2)[CH2:25][CH2:26]1)=[S:34]. Procedure details: A mixture of 3.8 parts of 3,4-pyridinediamine, 13.1 parts of 3-(2-ethoxyethyl) -2-[[4-(2-isothiocyanatoethyl)-1-piperazinyl]methyl]-3Himidazo[4,5-b]-pyridine and 135 parts of tetrahydrofuran was stirred overnight at reflux temperature. The whole was evaporated, yielding 16.9 parts (100%) of N-(4-amino-3-pyridinyl)-N'-[2-[4-[[3-(2-ethoxyethyl)-3H-imidazo[4,5-b]pyridin-2-yl]methyl]-1-piperazinyl]ethyl]thiourea as a residue (compound 122). Starting materials: CCOC(C)=O, CCCCCC, COc1ccc(C2(O)c3cc(NC(=O)CC(C)(C)C)c(C)c(C)c3OC2(C)C)cc1. Yields the product COc1ccc(C2c3cc(NC(=O)CC(C)(C)C)c(C)c(C)c3OC2(C)C)cc1. RXN SMILES: [C:37]([O:38][CH2:39][CH3:40])(=[O:41])[CH3:42].[CH3:31][CH2:32][CH2:33][CH2:34][CH2:35][CH3:36].[OH:1][C:2]1([c:23]2[cH:24][cH:25][c:26]([O:29][CH3:30])[cH:27][cH:28]2)[C:3]([CH3:21])([CH3:22])[O:4][c:5]2[c:6]1[cH:7][c:8]([NH:13][C:14]([CH2:15][C:16]([CH3:17])([CH3:18])[CH3:19])=[O:20])[c:9]([CH3:12])[c:10]2[CH3:11]>>[CH:2]1([c:23]2[cH:24][cH:25][c:26]([O:29][CH3:30])[cH:27][cH:28]2)[C:3]([CH3:21])([CH3:22])[O:4][c:5]2[c:6]1[cH:7][c:8]([NH:13][C:14]([CH2:15][C:16]([CH3:17])([CH3:18])[CH3:19])=[O:20])[c:9]([CH3:12])[c:10]2[CH3:11]. Reactants: CC(C)(C)c1ccc(CNC(=O)C(O)c2cccc3cnccc23)cc1, C1CCOC1, CI, [H-], [Na+]. Yields the product COC(C(=O)NCc1ccc(C(C)(C)C)cc1)c1cccc2cnccc12. As a reaction SMILES: [C:1]([CH3:2])([CH3:3])([CH3:4])[c:5]1[cH:6][cH:7][c:8]([CH2:9][NH:10][C:11]([CH:12]([c:13]2[c:14]3[cH:15][cH:16][n:17][cH:18][c:19]3[cH:20][cH:21][cH:22]2)[OH:23])=[O:24])[cH:25][cH:26]1.[CH2:31]1[O:32][CH2:33][CH2:34][CH2:35]1.[CH3:29][I:30].[H-:28].[Na+:27]>>[C:1]([CH3:2])([CH3:3])([CH3:4])[c:5]1[cH:6][cH:7][c:8]([CH2:9][NH:10][C:11]([CH:12]([c:13]2[c:14]3[cH:15][cH:16][n:17][cH:18][c:19]3[cH:20][cH:21][cH:22]2)[O:23][CH3:29])=[O:24])[cH:25][cH:26]1. The reactants are NS(=O)(=O)C1CCN(CC1)C(=O)OCC1=CC=CC=C1 (Benzyl 4-(aminosulfonyl)piperidine-1-carboxylate), NS(=O)(=O)C1CCN(CC1)C(=O)OCC1=CC=CC=C1 (Benzyl 4-(aminosulfonyl)piperidine-1-carboxylate), C(C)(=O)O (acetic acid). The reagents and catalysts are [Pd] (Pd/C). The solvent is CO (MeOH). Reaction conditions: time 18 hour. Product: N1CCC(CC1)S(=O)(=O)N (Piperidine-4-sulfonamide). As a reaction SMILES: [NH2:1][S:2]([CH:5]1[CH2:10][CH2:9][N:8](C(OCC2C=CC=CC=2)=O)[CH2:7][CH2:6]1)(=[O:4])=[O:3].C(O)(=O)C>CO.[Pd]>[NH:8]1[CH2:9][CH2:10][CH:5]([S:2]([NH2:1])(=[O:4])=[O:3])[CH2:6][CH2:7]1. Procedure: Benzyl 4-(aminosulfonyl)piperidine-1-carboxylate (the product from step i), 3.3 g) was dissolved in MeOH (20 ml). To this solution was added acetic acid (0.5 ml) and a catalytic amount of Pd/C. The reaction mixture was subjected to a pressure of 5 bar under an atmosphere of hydrogen gas for 18 h at RT. The reaction was filtered through celite and the filtrate was reduced in vacuo to give the subtitle compound as a white solid. Yield 1.7 g The reactants are CC(=CC(=O)NC1=CC2=C(CCN(CC2)C(=O)OCC)C=C1)C (ethyl 7-[(3-methylbut-2-enoyl)amino]-1,2,4,5-tetrahydro-3H-3-benzazepine-3-carboxylate), [Cl-].[Al+3].[Cl-].[Cl-] (aluminum chloride), ice water, [Cl-].[Al+3].[Cl-].[Cl-] (aluminum chloride). Solvent: ClCCl (dichloromethane). Run at time 3 hour. The product is CC1(CC(NC2=CC3=C(C=C12)CCN(CC3)C(=O)OCC)=O)C (ethyl 4,4-dimethyl-2-oxo-1,2,3,4,6,7,9,10-octahydro-8H-azepino[4,5-g]quinoline-8-carboxylate). The yield is 41.8%. As a reaction SMILES: [CH3:1][C:2]([CH3:23])=[CH:3][C:4]([NH:6][C:7]1[CH:22]=[CH:21][C:10]2[CH2:11][CH2:12][N:13]([C:16]([O:18][CH2:19][CH3:20])=[O:17])[CH2:14][CH2:15][C:9]=2[CH:8]=1)=[O:5].[Cl-].[Al+3].[Cl-].[Cl-]>ClCCl>[CH3:23][C:2]1([CH3:1])[C:22]2[C:7](=[CH:8][C:9]3[CH2:15][CH2:14][N:13]([C:16]([O:18][CH2:19][CH3:20])=[O:17])[CH2:12][CH2:11][C:10]=3[CH:21]=2)[NH:6][C:4](=[O:5])[CH2:3]1 |f:1.2.3.4|. Procedure details: Under an argon atmosphere, to a solution of 1.032 g of ethyl 7-[(3-methylbut-2-enoyl)amino]-1,2,4,5-tetrahydro-3H-3-benzazepine-3-carboxylate in 10.5 ml of dichloromethane was added 870 mg of aluminum chloride at room temperature, followed by stirring at room temperature for 3 hours. Further, 435 mg of aluminum chloride was added thereto, followed by stirring at room temperature for 2 hours. The reaction mixture was poured into ice-water, followed by extraction with chloroform. The combined orga... The reactants are CCCCCCCC(CC(O)CSC(c1ccccc1)(c1ccccc1)c1ccccc1)C(=O)NC(C(=O)NC)C(C)(C)C, CCN=C=NCCCN(C)C, CS(C)=O, CCOC(C)=O, Cl, O=C(O)C(F)(F)F, c1ccncc1. The product is CCCCCCCC(CC(=O)CSC(c1ccccc1)(c1ccccc1)c1ccccc1)C(=O)NC(C(=O)NC)C(C)(C)C. As a reaction SMILES: [CH3:1][C:2]([CH:3]([C:4]([NH:5][CH3:6])=[O:7])[NH:8][C:9]([CH:10]([CH2:11][CH2:12][CH2:13][CH2:14][CH2:15][CH2:16][CH3:17])[CH2:18][CH:19]([CH2:20][S:21][C:22]([c:23]1[cH:24][cH:25][cH:26][cH:27][cH:28]1)([c:29]1[cH:30][cH:31][cH:32][cH:33][cH:34]1)[c:35]1[cH:36][cH:37][cH:38][cH:39][cH:40]1)[OH:41])=[O:42])([CH3:43])[CH3:44].[CH3:59][N:60]([CH3:61])[CH2:62][CH2:63][CH2:64][N:65]=[C:66]=[N:67][CH2:68][CH3:69].[CH3:70][S:71]([CH3:72])=[O:73].[CH3:74][CH2:75][O:76][C:77]([CH3:78])=[O:79].[ClH:58].[OH:51][C:52]([C:53]([F:54])([F:55])[F:56])=[O:57].[cH:45]1[cH:46][cH:47][n:48][cH:49][cH:50]1>>[CH3:1][C:2]([CH:3]([C:4]([NH:5][CH3:6])=[O:7])[NH:8][C:9]([CH:10]([CH2:11][CH2:12][CH2:13][CH2:14][CH2:15][CH2:16][CH3:17])[CH2:18][C:19]([CH2:20][S:21][C:22]([c:23]1[cH:24][cH:25][cH:26][cH:27][cH:28]1)([c:29]1[cH:30][cH:31][cH:32][cH:33][cH:34]1)[c:35]1[cH:36][cH:37][cH:38][cH:39][cH:40]1)=[O:41])=[O:42])([CH3:43])[CH3:44].